From a dataset of the Open Reaction Database (ORD), a public repository of structured organic reaction records. describe an organic reaction: reactants, conditions, products, and yield Reactants: COC1=C(C(=O)O)C(=CC(=C1)C(F)(F)F)OC (2,6-dimethoxy-4-trifluoromethyl-benzoic acid), S(=O)(Cl)Cl (thionyl chloride). Reagents/catalysts: C1(=CC=CC=C1)C (toluene). Reaction conditions: temperature 85 celsius. Yields the product COC1=C(C(=O)Cl)C(=CC(=C1)C(F)(F)F)OC (2,6-Dimethoxy-4-trifluoromethyl-benzoyl chloride). Isolated yield 98.9%. RXN SMILES: [CH3:1][O:2][C:3]1[CH:11]=[C:10]([C:12]([F:15])([F:14])[F:13])[CH:9]=[C:8]([O:16][CH3:17])[C:4]=1[C:5](O)=[O:6].S(Cl)([Cl:20])=O>C1(C)C=CC=CC=1>[CH3:1][O:2][C:3]1[CH:11]=[C:10]([C:12]([F:15])([F:14])[F:13])[CH:9]=[C:8]([O:16][CH3:17])[C:4]=1[C:5]([Cl:20])=[O:6]. Procedure details: To a suspension of 14.47 g (57.84 mmol) 2,6-dimethoxy-4-trifluoromethyl-benzoic acid in 160 ml toluene containing four drops DMF under nitrogen at room temperature, was added 42 ml (578.4 mmol) thionyl chloride. The mixture was heated in an 85° C. oil bath for 3 hours. The solvent was removed in vacuo to provide 15.37 g (yield: 98.9%) of the title compound as an off-white solid. Starting materials: O=Cc1cccc(CBr)c1, O=C([O-])[O-], COc1n[nH]c(=O)[nH]1, CC#N, CCOC(C)=O, [K+], [K+], O. The product is COc1n[nH]c(=O)n1Cc1cccc(C=O)c1. As a reaction SMILES: [Br:15][CH2:16][c:17]1[cH:18][c:19]([CH:20]=[O:21])[cH:22][cH:23][cH:24]1.[C:9](=[O:10])([O-:11])[O-:12].[CH3:1][O:2][c:3]1[nH:4][c:5](=[O:8])[nH:6][n:7]1.[CH3:26][C:27]#[N:28].[CH3:29][CH2:30][O:31][C:32](=[O:33])[CH3:34].[K+:13].[K+:14].[OH2:25]>>[CH3:1][O:2][c:3]1[n:4]([CH2:16][c:17]2[cH:18][c:19]([CH:20]=[O:21])[cH:22][cH:23][cH:24]2)[c:5](=[O:8])[nH:6][n:7]1.